Dataset: the Open Reaction Database (ORD), a public repository of structured organic reaction records. Task: describe an organic reaction: reactants, conditions, products, and yield Reactants: CC(C)(C)OC(=O)N1CCC(N2C(=O)CCc3cc(Cl)ccc32)CC1, ClCCl, O=C(O)C(F)(F)F. The product is O=C1CCc2cc(Cl)ccc2N1C1CCNCC1. As a reaction SMILES: [C:1]([O:2][C:3](=[O:4])[N:8]1[CH2:9][CH2:10][CH:11]([N:14]2[C:15](=[O:25])[CH2:16][CH2:17][c:18]3[cH:19][c:20]([Cl:24])[cH:21][cH:22][c:23]32)[CH2:12][CH2:13]1)([CH3:5])([CH3:6])[CH3:7].[Cl:33][CH2:34][Cl:35].[F:26][C:27]([F:28])([F:29])[C:30]([OH:31])=[O:32]>>[NH:8]1[CH2:9][CH2:10][CH:11]([N:14]2[C:15](=[O:25])[CH2:16][CH2:17][c:18]3[cH:19][c:20]([Cl:24])[cH:21][cH:22][c:23]32)[CH2:12][CH2:13]1.